Task: describe an organic reaction: reactants, conditions, products, and yield. Dataset: the Open Reaction Database (ORD), a public repository of structured organic reaction records The reactants are CN(S(=O)(=O)NC=1C=C(C(=O)C2=CC=CC=C2)C=CC1)C (3-[N-(dimethylaminosulfonyl)amino]-benzophenone), Cl.CON (O-methylhydroxylamine hydrochloride). Run in C(C)O (ethanol). The product is CON=C(C1=CC(=CC=C1)NS(=O)(=O)N(C)C)C1=CC=CC=C1 (3-[N-(dimethylaminosulfonyl)amino]benzophenone O-methyloxime). The yield is 107.7%. Reaction SMILES: [CH3:1][N:2]([CH3:21])[S:3]([NH:6][C:7]1[CH:8]=[C:9]([CH:18]=[CH:19][CH:20]=1)[C:10]([C:12]1[CH:17]=[CH:16][CH:15]=[CH:14][CH:13]=1)=O)(=[O:5])=[O:4].Cl.[CH3:23][O:24][NH2:25]>C(O)C>[CH3:23][O:24][N:25]=[C:10]([C:12]1[CH:17]=[CH:16][CH:15]=[CH:14][CH:13]=1)[C:9]1[CH:18]=[CH:19][CH:20]=[C:7]([NH:6][S:3]([N:2]([CH3:21])[CH3:1])(=[O:5])=[O:4])[CH:8]=1 |f:1.2|. Procedure: A solution of 3-[N-(dimethylaminosulfonyl)amino]-benzophenone (500 mg) and O-methylhydroxylamine hydrochloride (830 mg) in ethanol (10 ml) is refluxed for 19 hours, and the resultant mixture is concentrated in vacuum. The residue is basified with aqueous sodium hydrogencarbonate and shaken with methylene chloride. The organic layer is washed with water, dried over anhydrous sodium sulfate and concentrated in vacuum. The residue is chromatographed on a column of silica gel, which is eluted with 3... The reactants are COC(=O)C(CC1CCCC1)n1ncc(Oc2ccccc2C#N)cc1=O, CO, [Na+], [OH-]. Yields the product N#Cc1ccccc1Oc1cnn(C(CC2CCCC2)C(=O)O)c(=O)c1. RXN SMILES: [CH3:1][O:2][C:3]([CH:4]([CH2:5][CH:6]1[CH2:7][CH2:8][CH2:9][CH2:10]1)[n:11]1[n:12][cH:13][c:14]([O:18][c:19]2[c:20]([C:25]#[N:26])[cH:21][cH:22][cH:23][cH:24]2)[cH:15][c:16]1=[O:17])=[O:27].[CH3:30][OH:31].[Na+:29].[OH-:28]>>[O:2]=[C:3]([CH:4]([CH2:5][CH:6]1[CH2:7][CH2:8][CH2:9][CH2:10]1)[n:11]1[n:12][cH:13][c:14]([O:18][c:19]2[c:20]([C:25]#[N:26])[cH:21][cH:22][cH:23][cH:24]2)[cH:15][c:16]1=[O:17])[OH:27]. The reactants are NC1=NC=C(C=C1)F (2-amino-5-fluoropyridine), [N+](=O)(O)[O-] (nitric acid), [OH-].[Na+] (sodium hydroxide). Solvent: S(O)(O)(=O)=O (sulfuric acid). Run at time 1 hour. Yields the product NC1=NC=C(C=C1[N+](=O)[O-])F (2-amino-5-fluoro-3-nitropyridine). The yield is 3.6%. Reaction SMILES: [NH2:1][C:2]1[CH:7]=[CH:6][C:5]([F:8])=[CH:4][N:3]=1.[N+:9]([O-])([OH:11])=[O:10].[OH-].[Na+]>S(=O)(=O)(O)O>[NH2:1][C:2]1[C:7]([N+:9]([O-:11])=[O:10])=[CH:6][C:5]([F:8])=[CH:4][N:3]=1 |f:2.3|. Reported procedure: To a solution of 2-amino-5-fluoropyridine (8.6 g, 77 mmol) in conc. sulfuric acid (40 ml) was added dropwise (30 min) fuming nitric acid (3.25 ml, 77 mmol) at a temperature of +3° C. The reaction mixture was stirred at room temperature for 1 h and at +55° C. for 1 h. The mixture was poured onto ice and neutralized with 10 M sodium hydroxide and was extracted with methylene chloride. The organic layer was separated, dried over sodium sulfate and evaporated under reduced pressure. The residue was ... Yields the product CC(=NO)c1cnc2nnn(C(C)c3c(F)cc4ncccc4c3F)c2n1. RXN SMILES: [ClH:27].[F:1][c:2]1[c:3]2[cH:4][cH:5][cH:6][n:7][c:8]2[cH:9][c:10]([F:26])[c:11]1[CH:12]([CH3:13])[n:14]1[n:15][n:16][c:17]2[c:18]1[n:19][c:20]([C:23]([CH3:24])=[O:25])[cH:21][n:22]2.[NH2:28][OH:29]>>[F:1][c:2]1[c:3]2[cH:4][cH:5][cH:6][n:7][c:8]2[cH:9][c:10]([F:26])[c:11]1[CH:12]([CH3:13])[n:14]1[n:15][n:16][c:17]2[c:18]1[n:19][c:20]([C:23]([CH3:24])=[N:28][OH:29])[cH:21][n:22]2. The reactants are Cl, CC(=O)c1cnc2nnn(C(C)c3c(F)cc4ncccc4c3F)c2n1, NO. The reactants are CC1(C)CCc2cc(S(=O)(=O)Cl)ccc2O1, CN(C)c1ccncc1, CCOC(C)=O, ClCCl, CC(C)(C)OC(=O)CN. Product: CC(C)(C)OC(=O)CNS(=O)(=O)c1ccc2c(c1)CCC(C)(C)O2. As a reaction SMILES: [CH3:1][C:2]1([CH3:16])[O:3][c:4]2[cH:5][cH:6][c:7]([S:12](=[O:13])(=[O:14])[Cl:15])[cH:8][c:9]2[CH2:10][CH2:11]1.[CH3:29][N:30]([c:31]1[cH:32][cH:33][n:34][cH:35][cH:36]1)[CH3:37].[CH3:38][CH2:39][O:40][C:41]([CH3:42])=[O:43].[Cl:26][CH2:27][Cl:28].[NH2:17][CH2:18][C:19](=[O:20])[O:21][C:22]([CH3:23])([CH3:24])[CH3:25]>>[CH3:1][C:2]1([CH3:16])[O:3][c:4]2[cH:5][cH:6][c:7]([S:12](=[O:13])(=[O:14])[NH:17][CH2:18][C:19](=[O:20])[O:21][C:22]([CH3:23])([CH3:24])[CH3:25])[cH:8][c:9]2[CH2:10][CH2:11]1. The reactants are ClC1=NC=CC2=C1C=CS2 (4-chlorothieno[3,2-c]pyridine), N1CCNCC1 (piperazine). The solvent is C(C)O (ethanol). Product: N1(CCNCC1)C1=NC=CC2=C1C=CS2 (4-(1-Piperazinyl)thieno[3,2-c]pyridine). Isolated yield 56.1%. As a reaction SMILES: Cl[C:2]1[C:7]2[CH:8]=[CH:9][S:10][C:6]=2[CH:5]=[CH:4][N:3]=1.[NH:11]1[CH2:16][CH2:15][NH:14][CH2:13][CH2:12]1>C(O)C>[N:11]1([C:2]2[C:7]3[CH:8]=[CH:9][S:10][C:6]=3[CH:5]=[CH:4][N:3]=2)[CH2:16][CH2:15][NH:14][CH2:13][CH2:12]1. Procedure: A mixture of 4-chlorothieno[3,2-c]pyridine (22.7 g, 0.13 mole) and piperazine (57.7 g, 0.67 mole) were heated in a bomb with a minimum amount of ethanol (50 mL) at 120° for 24 hours. The reaction was cooled, partitioned between dichloromethane and water, and the organic layer was isolated, dried (MgSO4), filtered, and concentrated in vacuo to an oil. Flash chromatography (methylene chloride-10% methanol-1% ammonium hydroxide) of this material gave 16 g (54%) of a golden oil. Treatment of an etha...